From a dataset of the Open Reaction Database (ORD), a public repository of structured organic reaction records. describe an organic reaction: reactants, conditions, products, and yield Procedure: A 500 ml flask was charged with 100.0 g of prenyl mesityl oxide (13% nonconjugated 79.7% conjugated isomer), 0.56 mole, 40.6 g ethylene diamine, and 0.5 g NaOH. This was then flushed thoroughly with nitrogen. The mixture was heated at between 95° and 105° C. and agitated for approximately four hours under a slight nitrogen pressure. Analysis by gas liquid chromatography indicated that 31.9% prenyl mesityl oxide remained unchanged after this time. Steam distillation of the pot mixture gave a true... RXN SMILES: [CH2:1]([CH2:6][C:7]([CH:9]=[C:10](C)C)=[O:8])[CH:2]=[C:3](C)[CH3:4].C(N)CN.[OH-].[Na+]>>[CH3:10][CH2:9][C:7](=[O:8])[CH:6]=[CH:1][CH2:2][CH2:3][CH3:4] |f:2.3|. The product is CCC(C=CCCC)=O (methyl heptenone). Yield: 95.8%. Reaction conditions: time 4 hour. Starting materials: C(C=C(C)C)CC(=O)C=C(C)C (prenyl mesityl oxide), C(CN)N (ethylene diamine), [OH-].[Na+] (NaOH). The reactants are CN(C)C=NS(=O)(=O)C=1C(=CC=CC1)C1=CC=C(C=C1)CN1C(=NC(=C1C1=CC=CC=C1)C1=CC=CC=C1)C1=CC=CC=C1 (4′-(2,4,5-triphenylimidazol-1-ylmethyl)biphenyl-2-sulfonic acid dimethylaminomethylenamide). Run in C(C)O (ethanol), Cl (HCl). Product: C1(=CC=CC=C1)C=1N(C(=C(N1)C1=CC=CC=C1)C1=CC=CC=C1)CC1=CC=C(C=C1)C=1C(=CC=CC1)S(=O)(=O)N (4′-(2,4.5-Triphenylimidazol-1-ylmethyl)biphenyl-2-sulfonamide). The yield is 58.0%. As a reaction SMILES: CN(C=[N:5][S:6]([C:9]1[C:10]([C:15]2[CH:20]=[CH:19][C:18]([CH2:21][N:22]3[C:26]([C:27]4[CH:32]=[CH:31][CH:30]=[CH:29][CH:28]=4)=[C:25]([C:33]4[CH:38]=[CH:37][CH:36]=[CH:35][CH:34]=4)[N:24]=[C:23]3[C:39]3[CH:44]=[CH:43][CH:42]=[CH:41][CH:40]=3)=[CH:17][CH:16]=2)=[CH:11][CH:12]=[CH:13][CH:14]=1)(=[O:8])=[O:7])C>C(O)C.Cl>[C:39]1([C:23]2[N:22]([CH2:21][C:18]3[CH:17]=[CH:16][C:15]([C:10]4[C:9]([S:6]([NH2:5])(=[O:8])=[O:7])=[CH:14][CH:13]=[CH:12][CH:11]=4)=[CH:20][CH:19]=3)[C:26]([C:27]3[CH:32]=[CH:31][CH:30]=[CH:29][CH:28]=3)=[C:25]([C:33]3[CH:34]=[CH:35][CH:36]=[CH:37][CH:38]=3)[N:24]=2)[CH:44]=[CH:43][CH:42]=[CH:41][CH:40]=1. Procedure: 1.9 g of 4′-(2,4,5-triphenylimidazol-1-ylmethyl)biphenyl-2-sulfonic acid dimethylaminomethylenamide in 20 ml of ethanol and 20 ml of a saturated aqueous HCl solution are refluxed for 3 h. The volatile constituents are removed in vacuo, the residue is stirred with 100 ml of water and the product is filtered off. 1.0 g of an amorphous powder is obtained. Starting materials: O=c1[nH]nc(Cl)c2cc(Br)ccc12, CC(C)(C)[O-], CCOC(C)=O, CC(C)Oc1cccc(CN)c1, [Na+], O=C(C=Cc1ccccc1)C=Cc1ccccc1, O=C(C=Cc1ccccc1)C=Cc1ccccc1, O=C(C=Cc1ccccc1)C=Cc1ccccc1, [Pd], [Pd]. Yields the product CC(C)Oc1cccc(CNc2ccc3c(=O)[nH]nc(Cl)c3c2)c1. As a reaction SMILES: [Br:1][c:2]1[cH:3][c:4]2[c:5]([Cl:13])[n:6][nH:7][c:8](=[O:12])[c:9]2[cH:10][cH:11]1.[CH3:26][C:27]([CH3:28])([O-:29])[CH3:30].[CH3:32][CH2:33][O:34][C:35]([CH3:36])=[O:37].[CH:14]([CH3:15])([CH3:16])[O:17][c:18]1[cH:19][c:20]([CH2:24][NH2:25])[cH:21][cH:22][cH:23]1.[Na+:31].[O:40]=[C:41]([CH:42]=[CH:43][c:44]1[cH:45][cH:46][cH:47][cH:48][cH:49]1)[CH:50]=[CH:51][c:52]1[cH:53][cH:54][cH:55][cH:56][cH:57]1.[O:58]=[C:59]([CH:60]=[CH:61][c:62]1[cH:63][cH:64][cH:65][cH:66][cH:67]1)[CH:68]=[CH:69][c:70]1[cH:71][cH:72][cH:73][cH:74][cH:75]1.[O:76]=[C:77]([CH:78]=[CH:79][c:80]1[cH:81][cH:82][cH:83][cH:84][cH:85]1)[CH:86]=[CH:87][c:88]1[cH:89][cH:90][cH:91][cH:92][cH:93]1.[Pd:38].[Pd:39]>>[c:2]1([NH:25][CH2:24][c:20]2[cH:19][c:18]([O:17][CH:14]([CH3:15])[CH3:16])[cH:23][cH:22][cH:21]2)[cH:3][c:4]2[c:5]([Cl:13])[n:6][nH:7][c:8](=[O:12])[c:9]2[cH:10][cH:11]1.